Dataset: the Open Reaction Database (ORD), a public repository of structured organic reaction records. Task: describe an organic reaction: reactants, conditions, products, and yield Reactants: COc1ccc2nccc(Br)c2c1, C1CCOC1, C=C[Mg+], [Cl-]. Product: C=Cc1ccnc2ccc(OC)cc12. Reaction SMILES: [Br:5][c:6]1[cH:7][cH:8][n:9][c:10]2[cH:11][cH:12][c:13]([O:16][CH3:17])[cH:14][c:15]12.[CH2:18]1[O:19][CH2:20][CH2:21][CH2:22]1.[CH:2](=[CH2:3])[Mg+:4].[Cl-:1]>>[CH:2](=[CH2:3])[c:6]1[cH:7][cH:8][n:9][c:10]2[cH:11][cH:12][c:13]([O:16][CH3:17])[cH:14][c:15]12. The reactants are OC(CC[C@H]1[C@H](CN(CC1)CCC=1SC(=CC1)Cl)C(=O)OC)C1=CC=NC2=CC=C(C=C12)OC (methyl (3R,4R)-4-[3-(R,S)-hydroxy-3-(6-methoxyquinolin-4-yl)propyl]-1-[2-(5-chlorothien-2-yl)ethyl]piperidine-3-carboxylate), [OH-].[Na+] (sodium hydroxide), [OH-].[Na+] (sodium hydroxide). Run in O1CCOCC1 (dioxane). Conditions: temperature 60 celsius, time 48 hour. The product is OC(CC[C@H]1[C@H](CN(CC1)CCC=1SC(=CC1)Cl)C(=O)O)C1=CC=NC2=CC=C(C=C12)OC ((3R,4R)-4-[3-(R,S)-hydroxy-3-(6-methoxyquinolin-4-yl)propyl]-1-[2-(5-chlorothien-2-yl)ethyl]piperidine-3-carboxylic acid). The yield is 67.1%. Reaction SMILES: [OH:1][CH:2]([C:23]1[C:32]2[C:27](=[CH:28][CH:29]=[C:30]([O:33][CH3:34])[CH:31]=2)[N:26]=[CH:25][CH:24]=1)[CH2:3][CH2:4][C@@H:5]1[CH2:10][CH2:9][N:8]([CH2:11][CH2:12][C:13]2[S:14][C:15]([Cl:18])=[CH:16][CH:17]=2)[CH2:7][C@@H:6]1[C:19]([O:21]C)=[O:20].[OH-].[Na+]>O1CCOCC1>[OH:1][CH:2]([C:23]1[C:32]2[C:27](=[CH:28][CH:29]=[C:30]([O:33][CH3:34])[CH:31]=2)[N:26]=[CH:25][CH:24]=1)[CH2:3][CH2:4][C@@H:5]1[CH2:10][CH2:9][N:8]([CH2:11][CH2:12][C:13]2[S:14][C:15]([Cl:18])=[CH:16][CH:17]=2)[CH2:7][C@@H:6]1[C:19]([OH:21])=[O:20] |f:1.2|. Reported procedure: A solution of 0.460 g of methyl (3R,4R)-4-[3-(R,S)-hydroxy-3-(6-methoxyquinolin-4-yl)propyl]-1-[2-(5-chlorothien-2-yl)ethyl]piperidine-3-carboxylate in 5 cm3 of dioxane which had been added 0.51 cm3 of a 5N aqueous sodium hydroxide solution was stirred at a temperature in the region of 60° C. for 48 hours. After a further addition of 1 cm3 of 5N sodium hydroxide solution, the mixture was again heated at a temperature in the region of 70° C. for 72 hours. The reaction mixture was evaporated under... Reactants: C(C)N(C(=O)N[C@@H]1CN([C@@H]2CC3CNC4=CC=C(C([C@H]2C1)=C34)C=O)C)CC (1,1-diethyl-3-(2,3-dihydro-12-formyl-6-methyl-8α-ergolinyl)urea), NOS(=O)(=O)O (hydroxylamine-O-sulfonic acid), N (ammonia). The solvent is O (water). Run at time 20 hour. Product: C(#N)C1=CC=C2NCC3C[C@H]4N(C[C@H](C[C@@H]4C1=C32)NC(N(CC)CC)=O)C (3-(12-Cyano-2,3-dihydro-6-methyl-8α-ergolinyl)-1,1-diethylurea). The yield is 26.0%. As a reaction SMILES: [CH2:1]([N:3]([CH2:26][CH3:27])[C:4]([NH:6][C@H:7]1[CH2:21][C@H:20]2[C@@H:10]([CH2:11][CH:12]3[C:22]4[C:15](=[CH:16][CH:17]=[C:18]([CH:23]=O)[C:19]2=4)[NH:14][CH2:13]3)[N:9]([CH3:25])[CH2:8]1)=[O:5])[CH3:2].[NH2:28]OS(O)(=O)=O.N>O>[C:23]([C:18]1[C:19]2=[C:22]3[C:15]([NH:14][CH2:13][CH:12]3[CH2:11][C@@H:10]3[C@@H:20]2[CH2:21][C@H:7]([NH:6][C:4](=[O:5])[N:3]([CH2:1][CH3:2])[CH2:26][CH3:27])[CH2:8][N:9]3[CH3:25])=[CH:16][CH:17]=1)#[N:28]. Reported procedure: A suspension of 500 mg of 1,1-diethyl-3-(2,3-dihydro-12-formyl-6-methyl-8α-ergolinyl)urea and 460 mg of hydroxylamine-O-sulfonic acid in 5 ml of water is stirred for 20 hours at room temperature. The reaction mixture is poured on ice, set to be alkaline with 25% strength ammonia solution, and extracted with dichloromethane. The organic phase is dried (Na2SO4), concentrated, the residue chromatographed on silica gel with dichloromethane/methanol=95/5 as the eluting agent, and crystallized from et... Product: C(C)C1(CC(CC1)(O)C=C)C (3-Ethyl-3-methyl-1-vinylcyclopentanol). Reactants: C(C)C1(CC(CC1)=O)C (3-Ethyl-3-methylcyclopentanone), C(=C)[Mg]Br (vinylmagnesium bromide). Procedure details: 3-Ethyl-3-methylcyclopentanone (2b, 30.0 g, 0.24 mol) was reacted with vinylmagnesium bromide (0.6M in THF, 285 ml, 0.29 mol), as described in Example 1b, to afford 3b (22.0 g, 2:1 mixture of diastereomers, 60% yield) as a colorless liquid. RXN SMILES: [CH2:1]([C:3]1([CH3:9])[CH2:7][CH2:6][C:5](=[O:8])[CH2:4]1)[CH3:2].[CH:10]([Mg]Br)=[CH2:11]>>[CH2:1]([C:3]1([CH3:9])[CH2:7][CH2:6][C:5]([CH:10]=[CH2:11])([OH:8])[CH2:4]1)[CH3:2]. Isolated yield 59.4%. Yields the product Cn1ncc(C#N)c1NC(=O)c1ccc(OC(F)F)c2nc(N3CCCCC3)oc12. Reaction SMILES: [N+:1]([c:2]1[cH:3][cH:4][c:5]([O:6][C:11](=[O:12])[c:13]2[cH:14][cH:15][c:16]([O:28][CH:29]([F:30])[F:31])[c:17]3[n:18][c:19]([N:22]4[CH2:23][CH2:24][CH2:25][CH2:26][CH2:27]4)[o:20][c:21]23)[cH:7][cH:8]1)([O-:9])=[O:10].[NH2:32][c:33]1[c:34]([C:39]#[N:40])[cH:35][n:36][n:37]1[CH3:38]>>[C:11](=[O:12])([c:13]1[cH:14][cH:15][c:16]([O:28][CH:29]([F:30])[F:31])[c:17]2[n:18][c:19]([N:22]3[CH2:23][CH2:24][CH2:25][CH2:26][CH2:27]3)[o:20][c:21]12)[NH:32][c:33]1[c:34]([C:39]#[N:40])[cH:35][n:36][n:37]1[CH3:38]. Starting materials: O=C(Oc1ccc([N+](=O)[O-])cc1)c1ccc(OC(F)F)c2nc(N3CCCCC3)oc12, Cn1ncc(C#N)c1N. Starting materials: CN(CCO)C(=N)N (Creatinol), C(CCCCCCCCCCCCCCCCCCCCC)(=O)O (Docosanoic acid), [Cl-].[Ca+2].[Cl-] (calcium chloride), C(C)(=O)Br (acetyl bromide), CN(CCO)C(=N)N (Creatinol), C(C)(=O)Br (acetyl bromide). The solvent is C(Cl)Cl (DCM), C(Cl)Cl (DCM). Run at temperature 0 celsius, time 15 minute. Yields the product C(CCCCCCCCCCCCCCCCCCCCC)(=O)OCCN(C(=N)N)C (2-(1-methylguanidino)ethyl docosanoate). RXN SMILES: [Cl-].[Ca+2].[Cl-].C(Br)(=O)C.[CH3:8][N:9]([C:13]([NH2:15])=[NH:14])[CH2:10][CH2:11][OH:12].[C:16](O)(=[O:38])[CH2:17][CH2:18][CH2:19][CH2:20][CH2:21][CH2:22][CH2:23][CH2:24][CH2:25][CH2:26][CH2:27][CH2:28][CH2:29][CH2:30][CH2:31][CH2:32][CH2:33][CH2:34][CH2:35][CH2:36][CH3:37]>C(Cl)Cl>[C:16]([O:12][CH2:11][CH2:10][N:9]([CH3:8])[C:13]([NH2:15])=[NH:14])(=[O:38])[CH2:17][CH2:18][CH2:19][CH2:20][CH2:21][CH2:22][CH2:23][CH2:24][CH2:25][CH2:26][CH2:27][CH2:28][CH2:29][CH2:30][CH2:31][CH2:32][CH2:33][CH2:34][CH2:35][CH2:36][CH3:37] |f:0.1.2|. Procedure details: In a dry 3-necked round bottomed flask, containing a magnetic stirrer, equipped with a dropping funnel, a reflux condenser protected from moisture by a calcium chloride filled drying tube and a rubber septum. The dropping funnel is filled with 12.73 mL (150 mmol) of acetyl bromide and 35 mL of dry DCM. The flask is charged with 35.14 g (300 mmol) of Creatinol and 150 mL of dry DCM, and cooled with an ice-water bath to about 0° C., under a nitrogen atmosphere. The acetyl bromide solution is then ... Reactants: CC12CC(CCC1=O)C(C)(C)O2, CCO, CCC(C)[BH-](C(C)CC)C(C)CC, [Li+], [Na+], C1CCOC1, [OH-], O, OO. The product is CC1(C)OC2(C)CC1CCC2O. RXN SMILES: [CH3:15][C:16]12[C:17](=[O:26])[CH2:18][CH2:19][CH:20]([C:21]([CH3:23])([CH3:24])[O:22]1)[CH2:25]2.[CH3:36][CH2:37][OH:38].[CH:1]([BH-:2]([CH:3]([CH2:4][CH3:5])[CH3:6])[CH:7]([CH2:8][CH3:9])[CH3:10])([CH2:11][CH3:12])[CH3:13].[Li+:14].[Na+:28].[O:31]1[CH2:32][CH2:33][CH2:34][CH2:35]1.[OH-:27].[OH2:39].[OH:29][OH:30]>>[CH3:15][C:16]12[CH:17]([OH:26])[CH2:18][CH2:19][CH:20]([C:21]([CH3:23])([CH3:24])[O:22]1)[CH2:25]2.